Dataset: the Open Reaction Database (ORD), a public repository of structured organic reaction records. Task: describe an organic reaction: reactants, conditions, products, and yield Reactants: COC1=CC=C(C=C1)C1=CC(=NC(=N1)N)NC1=CC=C(C=C1)OC1=CC(=NC=C1)C (6-(4-methoxyphenyl)-N4-{4-[(2-methylpyridin-4-yl)oxy]phenyl}pyrimidine-2,4-diamine), B(Br)(Br)Br (BBr3). The solvent is C(Cl)Cl (methylene chloride). Product: NC1=NC(=CC(=N1)C1=CC=C(C=C1)O)NC1=CC=C(C=C1)OC1=CC(=NC=C1)C (4-[2-amino-6-({4-[(2-methylpyridin-4-yl)oxy]phenyl}amino)pyrimidin-4-yl]phenol). RXN SMILES: C[O:2][C:3]1[CH:8]=[CH:7][C:6]([C:9]2[N:14]=[C:13]([NH2:15])[N:12]=[C:11]([NH:16][C:17]3[CH:22]=[CH:21][C:20]([O:23][C:24]4[CH:29]=[CH:28][N:27]=[C:26]([CH3:30])[CH:25]=4)=[CH:19][CH:18]=3)[CH:10]=2)=[CH:5][CH:4]=1.B(Br)(Br)Br>C(Cl)Cl>[NH2:15][C:13]1[N:14]=[C:9]([C:6]2[CH:7]=[CH:8][C:3]([OH:2])=[CH:4][CH:5]=2)[CH:10]=[C:11]([NH:16][C:17]2[CH:18]=[CH:19][C:20]([O:23][C:24]3[CH:29]=[CH:28][N:27]=[C:26]([CH3:30])[CH:25]=3)=[CH:21][CH:22]=2)[N:12]=1. Reported procedure: The intermediate from Step 1 above is treated with BBr3 in methylene chloride at 0° C. for 12 h. After work-up and purification by a published procedure (J. F. W. McOmie and D. E. West, Org. Synth., Collect. Vol. V, 412 (1973)), the desired compound is obtained. Reactants: N1(CC=CC1)CC1=CC=C(N)C=C1 (4-(2,5-dihydro-pyrrol-1-ylmethyl)aniline), C(C)OC(C1=CC=CC=C1)=C1C(NC2=CC=C(C=C12)[N+](=O)[O-])=O (3-(1-ethoxy-1-phenylmethylidene)-5-nitro-2-indolinone). The solvent is CN(C)C=O (DMF). The product is N1(CC=CC1)CC1=CC=C(N\C(\C2=CC=CC=C2)=C\2/C(NC3=CC=C(C=C23)[N+](=O)[O-])=O)C=C1 (3-{(Z)-1-[4-(2,5-Dihydro-pyrrol-1-yl-methyl)anilino]1-phenylmethylidene}-5-nitro-2-indolinone). RXN SMILES: [N:1]1([CH2:6][C:7]2[CH:13]=[CH:12][C:10]([NH2:11])=[CH:9][CH:8]=2)[CH2:5][CH:4]=[CH:3][CH2:2]1.C(O[C:17](=[C:24]1[C:32]2[C:27](=[CH:28][CH:29]=[C:30]([N+:33]([O-:35])=[O:34])[CH:31]=2)[NH:26][C:25]1=[O:36])[C:18]1[CH:23]=[CH:22][CH:21]=[CH:20][CH:19]=1)C>CN(C=O)C>[N:1]1([CH2:6][C:7]2[CH:13]=[CH:12][C:10]([NH:11]/[C:17](=[C:24]3\[C:25](=[O:36])[NH:26][C:27]4[C:32]\3=[CH:31][C:30]([N+:33]([O-:35])=[O:34])=[CH:29][CH:28]=4)/[C:18]3[CH:19]=[CH:20][CH:21]=[CH:22][CH:23]=3)=[CH:9][CH:8]=2)[CH2:5][CH:4]=[CH:3][CH2:2]1. Procedure: Prepared from 4-(2,5-dihydro-pyrrol-1-ylmethyl)aniline and 3-(1-ethoxy-1-phenylmethylidene)-5-nitro-2-indolinone in DMF. Reaction SMILES: [C:17]([c:18]1[cH:19][cH:20][cH:21][cH:22][cH:23]1)(=[O:24])[Cl:25].[NH2:1][c:2]1[cH:3][cH:4][c:5]2[c:6]([n:7]1)[o:8][c:9](-[c:11]1[cH:12][cH:13][cH:14][cH:15][cH:16]1)[n:10]2.[cH:26]1[cH:27][cH:28][n:29][cH:30][cH:31]1>>[NH:1]([c:2]1[cH:3][cH:4][c:5]2[c:6]([n:7]1)[o:8][c:9](-[c:11]1[cH:12][cH:13][cH:14][cH:15][cH:16]1)[n:10]2)[C:17]([c:18]1[cH:19][cH:20][cH:21][cH:22][cH:23]1)=[O:24]. Starting materials: O=C(Cl)c1ccccc1, Nc1ccc2nc(-c3ccccc3)oc2n1, c1ccncc1. Product: O=C(Nc1ccc2nc(-c3ccccc3)oc2n1)c1ccccc1. The reactants are NC=1C(N=C(NN1)C1=C(C(=CC=C1)[N+](=O)[O-])C)=O (6-amino-3-(2-methyl-3-nitrophenyl)-1,2,4-triazin-5(2H)-one), S(=O)(Cl)Cl (thionyl chloride). Product: ClC=1N=C(N=NC1N)C1=C(C(=CC=C1)[N+](=O)[O-])C (5-chloro-3-(2-methyl-3-nitrophenyl)-1,2,4-triazin-6-amine). Isolated yield 102.7%. RXN SMILES: [NH2:1][C:2]1[C:3](=O)[N:4]=[C:5]([C:8]2[CH:13]=[CH:12][CH:11]=[C:10]([N+:14]([O-:16])=[O:15])[C:9]=2[CH3:17])[NH:6][N:7]=1.S(Cl)([Cl:21])=O>>[Cl:21][C:3]1[N:4]=[C:5]([C:8]2[CH:13]=[CH:12][CH:11]=[C:10]([N+:14]([O-:16])=[O:15])[C:9]=2[CH3:17])[N:6]=[N:7][C:2]=1[NH2:1]. Procedure: A suspension of 6-amino-3-(2-methyl-3-nitrophenyl)-1,2,4-triazin-5(2H)-one (0.95 g, 3.38 mmol) in thionyl chloride (180 mL, 2466 mmol) was heated at reflux for 4 hr, after which period the mixture became a clear solution. The volatiles were removed under vacuum. The residue was dissolved in ice-cold ethyl acetate (250 mL), washed with water (2×60 mL), saturated NaHCO3 solution (60 mL), and brine (60 mL). The organic solution was dried over anhydrous MgSO4 and concentrated under vacuum to dryness... Procedure details: Equimolar quantities of mesyl chloride and cesium carbonate are added to a solution of ethyl 7-amino-1,2-dihydro-1-(2-methoxybenzyl)-4-(4-methoxyphenyl)-2-oxobenzofuro[3,2-b]pyridine-3-carboxylate in DMF and the mixture is stirred for one hour. After customary working up, ethyl 7-methylsulphonylamino-1,2-dihydro-1-(2-methoxybenzyl)-4-(4-methoxyphenyl)-2-oxobenzofuro-[3,2-b]pyridine-3-carboxylate is obtained. Reactants: S(=O)(=O)(C)Cl (mesyl chloride), C([O-])([O-])=O.[Cs+].[Cs+] (cesium carbonate), NC1=CC2=C(C=C1)C=1N(C(C(=C(C1O2)C2=CC=C(C=C2)OC)C(=O)OCC)=O)CC2=C(C=CC=C2)OC (ethyl 7-amino-1,2-dihydro-1-(2-methoxybenzyl)-4-(4-methoxyphenyl)-2-oxobenzofuro[3,2-b]pyridine-3-carboxylate). Run in CN(C)C=O (DMF). Conditions: time 1 hour. RXN SMILES: [S:1](Cl)([CH3:4])(=[O:3])=[O:2].C(=O)([O-])[O-].[Cs+].[Cs+].[NH2:12][C:13]1[CH:18]=[CH:17][C:16]2[C:19]3[N:20]([CH2:40][C:41]4[CH:46]=[CH:45][CH:44]=[CH:43][C:42]=4[O:47][CH3:48])[C:21](=[O:39])[C:22]([C:34]([O:36][CH2:37][CH3:38])=[O:35])=[C:23]([C:26]4[CH:31]=[CH:30][C:29]([O:32][CH3:33])=[CH:28][CH:27]=4)[C:24]=3[O:25][C:15]=2[CH:14]=1>CN(C=O)C>[CH3:4][S:1]([NH:12][C:13]1[CH:18]=[CH:17][C:16]2[C:19]3[N:20]([CH2:40][C:41]4[CH:46]=[CH:45][CH:44]=[CH:43][C:42]=4[O:47][CH3:48])[C:21](=[O:39])[C:22]([C:34]([O:36][CH2:37][CH3:38])=[O:35])=[C:23]([C:26]4[CH:31]=[CH:30][C:29]([O:32][CH3:33])=[CH:28][CH:27]=4)[C:24]=3[O:25][C:15]=2[CH:14]=1)(=[O:3])=[O:2] |f:1.2.3|. Yields the product CS(=O)(=O)NC1=CC2=C(C=C1)C=1N(C(C(=C(C1O2)C2=CC=C(C=C2)OC)C(=O)OCC)=O)CC2=C(C=CC=C2)OC (ethyl 7-methylsulphonylamino-1,2-dihydro-1-(2-methoxybenzyl)-4-(4-methoxyphenyl)-2-oxobenzofuro-[3,2-b]pyridine-3-carboxylate).